Dataset: the Open Reaction Database (ORD), a public repository of structured organic reaction records. Task: describe an organic reaction: reactants, conditions, products, and yield Yields the product Cc1cc(C(=O)NCc2cccc3c2C(=O)N(C2CCC(=O)NC2=O)C3=O)nn1C. Reactants: Cc1cc(C(=O)Cl)nn1C, CC#N, Cl, C1CCC2=NCCCN2CC1, NCc1cccc2c1C(=O)N(C1CCC(=O)NC1=O)C2=O. As a reaction SMILES: [CH3:34][n:35]1[n:36][c:37]([C:41](=[O:42])[Cl:43])[cH:38][c:39]1[CH3:40].[CH3:44][C:45]#[N:46].[ClH:12].[N:1]12[CH2:2][CH2:3][CH2:4][N:5]=[C:6]1[CH2:7][CH2:8][CH2:9][CH2:10][CH2:11]2.[NH2:13][CH2:14][c:15]1[c:16]2[c:20]([cH:21][cH:22][cH:23]1)[C:19](=[O:24])[N:18]([CH:25]1[C:26](=[O:32])[NH:27][C:28](=[O:31])[CH2:29][CH2:30]1)[C:17]2=[O:33]>>[NH:13]([CH2:14][c:15]1[c:16]2[c:20]([cH:21][cH:22][cH:23]1)[C:19](=[O:24])[N:18]([CH:25]1[C:26](=[O:32])[NH:27][C:28](=[O:31])[CH2:29][CH2:30]1)[C:17]2=[O:33])[C:41]([c:37]1[n:36][n:35]([CH3:34])[c:39]([CH3:40])[cH:38]1)=[O:42].